From a dataset of the Open Reaction Database (ORD), a public repository of structured organic reaction records. describe an organic reaction: reactants, conditions, products, and yield The reactants are N(=NC(=O)OC(C)C)C(=O)OC(C)C (diisopropyl azodicarboxylate), C1(=CC=CC=C1)P(C1=CC=CC=C1)C1=CC=CC=C1 (triphenylphosphine), OCC1=CC=C(C(=O)OCC=C)C=C1 (allyl 4-hydroxymethylbenzoate), C(C)(=S)O (thioacetic acid). Solvent: C1CCOC1 (THF), C1CCOC1 (THF), O (water). Conditions: temperature 0 celsius, time 1 hour. Yields the product C(C)(=O)SCC1=CC=C(C(=O)OCC=C)C=C1 (Allyl 4-acetylthiomethylbenzoate). Isolated yield 99.5%. As a reaction SMILES: C1(P(C2C=CC=CC=2)C2C=CC=CC=2)C=CC=CC=1.N(C(OC(C)C)=O)=NC(OC(C)C)=O.O[CH2:35][C:36]1[CH:47]=[CH:46][C:39]([C:40]([O:42][CH2:43][CH:44]=[CH2:45])=[O:41])=[CH:38][CH:37]=1.[C:48]([OH:51])(=[S:50])[CH3:49]>C1COCC1.O>[C:48]([S:50][CH2:35][C:36]1[CH:47]=[CH:46][C:39]([C:40]([O:42][CH2:43][CH:44]=[CH2:45])=[O:41])=[CH:38][CH:37]=1)(=[O:51])[CH3:49]. Reported procedure: 25.7 g (98 mmol) of triphenylphosphine and 100 ml of THF are introduced into a round-bottomed flask and 19.8 g (98 mmol) of diisopropyl azodicarboxylate, dissolved in 150 ml of THF, are added dropwise at 0° C. The mixture is stirred for one hour at 0° C. and a mixture of 9.4 g (49 mmol) of allyl 4-hydroxymethylbenzoate and 7 ml (98 mmol) of thioacetic acid is then added. The mixture is stirred at room temperature for four hours, the reaction medium is poured into water, the mixture is extracted ... Starting materials: O=C(Cl)c1ccc(F)c(F)c1, CCOC(=N)N1Cc2ccccc2-c2ccccc2C1. Product: CCOC(=NC(=O)c1ccc(F)c(F)c1)N1Cc2ccccc2-c2ccccc2C1. RXN SMILES: [F:21][c:22]1[cH:23][c:24]([C:25](=[O:26])[Cl:27])[cH:28][cH:29][c:30]1[F:31].[cH:1]1[cH:2][cH:3][cH:4][c:5]2[c:11]1-[c:10]1[c:9]([cH:15][cH:14][cH:13][cH:12]1)[CH2:8][N:7]([C:16]([O:17][CH2:18][CH3:19])=[NH:20])[CH2:6]2>>[cH:1]1[cH:2][cH:3][cH:4][c:5]2[c:11]1-[c:10]1[c:9]([cH:15][cH:14][cH:13][cH:12]1)[CH2:8][N:7]([C:16]([O:17][CH2:18][CH3:19])=[N:20][C:25]([c:24]1[cH:23][c:22]([F:21])[c:30]([F:31])[cH:29][cH:28]1)=[O:26])[CH2:6]2. Isolated yield 44.0%. As a reaction SMILES: [CH3:1][C:2]([C:4]1[CH:5]=[CH:6][C:7]([OH:10])=[CH:8][CH:9]=1)=[O:3].[Br:11]Br>O1CCOCC1>[Br:11][CH2:1][C:2]([C:4]1[CH:9]=[CH:8][C:7]([OH:10])=[CH:6][CH:5]=1)=[O:3]. Yields the product BrCC(=O)C1=CC=C(C=C1)O (2-bromo-1-(4-hydroxyphenyl)ethanone). Procedure: To a solution of 4-hydroxyacetophenone (2.5 g, 18.3 mmol) (Aldrich) in dioxane (10 mL) was added dropwise a solution of bromine (3.22 g, 20.1 mmol) in dioxane (20 mL). After stirring for 10 minutes, the mixture was concentrated in vacuo and the residue was recrystalized from methanol to provide 2-bromo-1-(4-hydroxyphenyl)ethanone (1.73 g, 44% yield). Reaction conditions: time 10 minute. Run in O1CCOCC1 (dioxane), O1CCOCC1 (dioxane). Reactants: CC(=O)C=1C=CC(=CC1)O (4-hydroxyacetophenone), BrBr (bromine).